Dataset: the Open Reaction Database (ORD), a public repository of structured organic reaction records. Task: describe an organic reaction: reactants, conditions, products, and yield Reactants: C(C1=CC=CC=C1)ON(CC(C(=O)OC(C)(C)C)=C=O)CCCCNOCC1=CC=CC=C1 (t-butyl 4,9-bisbenzyloxy-carbonyl-4,9-diazanonanoate), [H][H] (hydrogen). The reagents and catalysts are [Pd] (palladium black). Run in CO (methanol). Product: NCCCCNCCC(=O)OC(C)(C)C (t-Butyl 8-amino-4-azaoctanoate), product. Isolated yield 100.0%. As a reaction SMILES: C(O[N:9]([CH2:21][CH2:22][CH2:23][CH2:24][NH:25]OCC1C=CC=CC=1)[CH2:10][C:11](=C=O)[C:12]([O:14][C:15]([CH3:18])([CH3:17])[CH3:16])=[O:13])C1C=CC=CC=1.[H][H]>CO.[Pd]>[NH2:25][CH2:24][CH2:23][CH2:22][CH2:21][NH:9][CH2:10][CH2:11][C:12]([O:14][C:15]([CH3:18])([CH3:17])[CH3:16])=[O:13]. Procedure details: 2.49 g (5.14 mmol) of t-butyl 4,9-bisbenzyloxy-carbonyl-4,9-diazanonanoate was dissolved in 20 ml of methanol and 0.3 g of palladium black was added thereto. The obtained mixture was reduced at room temperature under atmospheric pressure in a hydrogen gas stream for three hours. After filtering off the catalyst, the filtrate was concentrated under reduced pressure to thereby give 1.11 g of the aimed compound in the form of an oily product (yield: 100%). The reactants are C(C)OC(C(=O)NC1=C(C=C(C(=C1)Cl)Cl)[N+](=O)[O-])=O (ethyl-N-(4,5-dichloro-2-nitro-phenyl)oxamate). Run in CN(C)C=O (DMF). Run at time 1.5 hour. Reaction SMILES: C([O:3][C:4](=O)[C:5]([NH:7][C:8]1[CH:13]=[C:12]([Cl:14])[C:11]([Cl:15])=[CH:10][C:9]=1[N+:16]([O-:18])=O)=[O:6])C>CN(C=O)C.[Pd]>[Cl:14][C:12]1[CH:13]=[C:8]2[C:9](=[CH:10][C:11]=1[Cl:15])[N:16]([OH:18])[C:4](=[O:3])[C:5](=[O:6])[NH:7]2. The yield is 87.0%. The reagents and catalysts are [Pd] (Pd-C). Procedure details: This compound was prepared using an adaptation of the method of Loev, et al., supra. A mixture of ethyl-N-(4,5-dichloro-2-nitro-phenyl)oxamate (0.307 g, 1 mmol) and 0.04 g of 5% Pd-C in 5 mL of DMF was hydrogenated at 45 psi for 1.5 h. The reaction mixture was filtered and the liquid was added to water (18 mL). A white precipitation formed. The mixture was vacuum filtered. The solid was rinsed with water (5×2 mL), and air dried for 1 h to yield 215.14 mg (0.87 mmol) of 6,7-dichloro-N-hydroxy-1,4... Yields the product ClC=1C=C2NC(C(N(C2=CC1Cl)O)=O)=O (6,7-dichloro-N-hydroxy-1,4-dihydroquinoxaline-2,3-dione). Starting materials: CCCc1nn2ncc(C)c2n1Cc1ccc(-c2ccccc2-c2nnnn2C(c2ccccc2)(c2ccccc2)c2ccccc2)cc1, CC#N. Product: CCCc1nn2ncc(C)c2n1Cc1ccc(-c2ccccc2-c2nnn[nH]2)cc1. As a reaction SMILES: [CH3:1][c:2]1[cH:3][n:4][n:5]2[n:6][c:7]([CH2:47][CH2:48][CH3:49])[n:8]([CH2:10][c:11]3[cH:12][cH:13][c:14](-[c:17]4[c:18](-[c:23]5[n:24][n:25][n:26][n:27]5[C:28]([c:29]5[cH:30][cH:31][cH:32][cH:33][cH:34]5)([c:35]5[cH:36][cH:37][cH:38][cH:39][cH:40]5)[c:41]5[cH:42][cH:43][cH:44][cH:45][cH:46]5)[cH:19][cH:20][cH:21][cH:22]4)[cH:15][cH:16]3)[c:9]12.[CH3:50][C:51]#[N:52]>>[CH3:1][c:2]1[cH:3][n:4][n:5]2[n:6][c:7]([CH2:47][CH2:48][CH3:49])[n:8]([CH2:10][c:11]3[cH:12][cH:13][c:14](-[c:17]4[c:18](-[c:23]5[nH:24][n:25][n:26][n:27]5)[cH:19][cH:20][cH:21][cH:22]4)[cH:15][cH:16]3)[c:9]12. The product is 3-arylpropyl trimethoxysilane, OC1=C(C=C(C=C1)C)CCC[Si](OC)(OC)OC (3-(2-hydroxy-5-methylphenyl)-propyltrimethoxysilane). Starting materials: C1=CC(=CC=C1O)C (p-cresol), ClCCC[Si](OC)(OC)OC (3-chloropropyltrimethoxysilane). Procedure: As shown in Scheme 2, a new 3-arylpropyl trimethoxysilane compound, 3-(2-hydroxy-5-methylphenyl)-propyltrimethoxysilane (abbreviated PholTMS) was synthesized. 60 g of p-cresol and 100 g of 3-chloropropyltrimethoxysilane were mixed under reflux for 24 hours. The product was confirmed by NMR spectrum, and the yield was more than 99%. 1H NMR of PholTMS (400 MHz, CD3OD): δ0.65 (t, 2H), 1.56 (p, 2H), 2.34 (s, 3H), 2.63 (t, 2H), 3.58 (s, 9H), 6.5-7 (m, 3H). RXN SMILES: [CH:1]1[C:6]([OH:7])=[CH:5][CH:4]=[C:3]([CH3:8])[CH:2]=1.Cl[CH2:10][CH2:11][CH2:12][Si:13]([O:18][CH3:19])([O:16][CH3:17])[O:14][CH3:15]>>[OH:7][C:6]1[CH:5]=[CH:4][C:3]([CH3:8])=[CH:2][C:1]=1[CH2:10][CH2:11][CH2:12][Si:13]([O:18][CH3:19])([O:16][CH3:17])[O:14][CH3:15]. Yield: 99.0%. Reactants: Cc1nc2ccccn2c(=O)c1Br, CC[O-], CCO, [Na+], O=Cc1cccs1. Yields the product O=c1c(Br)c(C=Cc2cccs2)nc2ccccn12. Reaction SMILES: [Br:1][c:2]1[c:3]([CH3:13])[n:4][c:5]2[n:6]([c:7]1=[O:8])[cH:9][cH:10][cH:11][cH:12]2.[CH3:22][CH2:23][O-:24].[CH3:25][CH2:26][OH:27].[Na+:21].[s:14]1[c:15]([CH:19]=[O:20])[cH:16][cH:17][cH:18]1>>[Br:1][c:2]1[c:3]([CH:13]=[CH:19][c:15]2[s:14][cH:18][cH:17][cH:16]2)[n:4][c:5]2[n:6]([c:7]1=[O:8])[cH:9][cH:10][cH:11][cH:12]2. Starting materials: C1CCOC1, [Li]CCCC, CC(C)(C)[Si](C)(C)OCc1nc(Cl)c(Cl)n1COCC[Si](C)(C)C, CN(C)C=O. Yields the product CC(C)(C)[Si](C)(C)OCc1nc(Cl)c(C=O)n1COCC[Si](C)(C)C. RXN SMILES: [CH2:35]1[O:36][CH2:37][CH2:38][CH2:39]1.[CH3:1][CH2:2][CH2:3][CH2:4][Li:5].[Cl:6][c:7]1[n:8][c:9]([CH2:21][O:22][Si:23]([CH3:24])([CH3:25])[C:26]([CH3:27])([CH3:28])[CH3:29])[n:10]([CH2:13][O:14][CH2:15][CH2:16][Si:17]([CH3:18])([CH3:19])[CH3:20])[c:11]1[Cl:12].[O:30]=[CH:31][N:32]([CH3:33])[CH3:34]>>[Cl:6][c:7]1[n:8][c:9]([CH2:21][O:22][Si:23]([CH3:24])([CH3:25])[C:26]([CH3:27])([CH3:28])[CH3:29])[n:10]([CH2:13][O:14][CH2:15][CH2:16][Si:17]([CH3:18])([CH3:19])[CH3:20])[c:11]1[CH:31]=[O:30]. The reactants are ClC=1C=CC(=C(C1)C1=CC(N(C=C1OC)C(C(=O)O)CC)=O)C#N (2-[4-(5-chloro-2-cyanophenyl)-5-methoxy-2-oxopyridin-1(2H)-yl]butanoic acid), NC1=CC=C(C=C1)C1=NSC(N1)=O (3-(4-aminophenyl)-1,2,4-thiadiazol-5(4H)-one). The product is ClC=1C=CC(=C(C1)C1=CC(N(C=C1OC)C(C(=O)NC1=CC=C(C=C1)C1=NSC(N1)=O)CC)=O)C#N (2-[4-(5-Chloro-2-cyanophenyl)-5-methoxy-2-oxopyridin-1(2H)-yl]-N-[4-(5-oxo-4,5-dihydro-1,2,4-thiadiazol-3-yl)phenyl]butanamide). As a reaction SMILES: [Cl:1][C:2]1[CH:3]=[CH:4][C:5]([C:23]#[N:24])=[C:6]([C:8]2[C:13]([O:14][CH3:15])=[CH:12][N:11]([CH:16]([CH2:20][CH3:21])[C:17]([OH:19])=O)[C:10](=[O:22])[CH:9]=2)[CH:7]=1.[NH2:25][C:26]1[CH:31]=[CH:30][C:29]([C:32]2[NH:36][C:35](=[O:37])[S:34][N:33]=2)=[CH:28][CH:27]=1>>[Cl:1][C:2]1[CH:3]=[CH:4][C:5]([C:23]#[N:24])=[C:6]([C:8]2[C:13]([O:14][CH3:15])=[CH:12][N:11]([CH:16]([CH2:20][CH3:21])[C:17]([NH:25][C:26]3[CH:27]=[CH:28][C:29]([C:32]4[NH:36][C:35](=[O:37])[S:34][N:33]=4)=[CH:30][CH:31]=3)=[O:19])[C:10](=[O:22])[CH:9]=2)[CH:7]=1. Procedure details: 65 mg (0.19 mmol) of 2-[4-(5-chloro-2-cyanophenyl)-5-methoxy-2-oxopyridin-1(2H)-yl]butanoic acid (racemate) and 54 mg (0.28 mmol, 1.5 eq.) of 3-(4-aminophenyl)-1,2,4-thiadiazol-5(4H)-one were reacted according to General Method 7. The crude product was purified by preparative HPLC (water/acetonitrile/0.1% formic acid gradient). Yield: 45 mg (46% of theory)